From a dataset of the Open Reaction Database (ORD), a public repository of structured organic reaction records. describe an organic reaction: reactants, conditions, products, and yield The reactants are BrC1=C(C(=CC(=C1)F)F)NC(=O)C=1C(=NN(C1F)C)C (N-(2-bromo-4,6-difluorophenyl)-5-fluoro-1,3-dimethyl-1H-pyrazole-4-carboxamide), CON=CC1=CC=C(C=C1)B(O)O (4-[(methoxyimino)methyl]phenylboronic acid), COCCOC (1,2-dimethoxyethane), C([O-])([O-])=O.[Na+].[Na+] (sodium carbonate). The reagents and catalysts are [Pd].C1(=CC=CC=C1)P(C1=CC=CC=C1)C1=CC=CC=C1.C1(=CC=CC=C1)P(C1=CC=CC=C1)C1=CC=CC=C1.C1(=CC=CC=C1)P(C1=CC=CC=C1)C1=CC=CC=C1.C1(=CC=CC=C1)P(C1=CC=CC=C1)C1=CC=CC=C1 (tetrakis-(triphenylphosphine)-palladium). Run in O (water), O (water). Reaction conditions: time 15 hour. Yields the product FC=1C(=C(C=C(C1)F)C1=CC=C(C=C1)C=NOC)NC(=O)C=1C(=NN(C1F)C)C (N-{3,5-difluoro-4′-[(methoxyimino)methyl]-1,1′-biphenyl-2-yl}-5-fluoro-1,3-dimethyl-1H-pyrazole-4-carboxamide). Yield: 49.7%. RXN SMILES: Br[C:2]1[CH:7]=[C:6]([F:8])[CH:5]=[C:4]([F:9])[C:3]=1[NH:10][C:11]([C:13]1[C:14]([CH3:20])=[N:15][N:16]([CH3:19])[C:17]=1[F:18])=[O:12].[CH3:21][O:22][N:23]=[CH:24][C:25]1[CH:30]=[CH:29][C:28](B(O)O)=[CH:27][CH:26]=1.COCCOC.C(=O)([O-])[O-].[Na+].[Na+]>O.[Pd].C1(P(C2C=CC=CC=2)C2C=CC=CC=2)C=CC=CC=1.C1(P(C2C=CC=CC=2)C2C=CC=CC=2)C=CC=CC=1.C1(P(C2C=CC=CC=2)C2C=CC=CC=2)C=CC=CC=1.C1(P(C2C=CC=CC=2)C2C=CC=CC=2)C=CC=CC=1>[F:9][C:4]1[C:3]([NH:10][C:11]([C:13]2[C:14]([CH3:20])=[N:15][N:16]([CH3:19])[C:17]=2[F:18])=[O:12])=[C:2]([C:28]2[CH:29]=[CH:30][C:25]([CH:24]=[N:23][O:22][CH3:21])=[CH:26][CH:27]=2)[CH:7]=[C:6]([F:8])[CH:5]=1 |f:3.4.5,7.8.9.10.11|. Procedure details: At room temperature, a mixture of 0.35 g (0.001 mol) of N-(2-bromo-4,6-difluorophenyl)-5-fluoro-1,3-dimethyl-1H-pyrazole-4-carboxamide, 0.06 g (0.00005 mol) of tetrakis-(triphenylphosphine)-palladium, 0.32 g (0.0018 mol) of 4-[(methoxyimino)methyl]phenylboronic acid and 10 ml of 1,2-dimethoxyethane is admixed with a solution of 0.5 g (0.0047 mol) of sodium carbonate in 3 ml of water. The reaction mixture is then heated to reflux temperature and kept at this temperature for 15 h. For work-up, the... Reaction SMILES: [CH3:1][O:2][C:3]([C:5]1[C@H](C2C=CC(F)=CC=2Cl)[N:7]=[C:8]([C:13]2[S:14][CH:15]=[CH:16][N:17]=2)[NH:9][C:10]=1[CH2:11][Br:12])=[O:4].[C:26](OCC)(=O)CC(C)=O.[Br:35][C:36]1[CH:43]=[C:42]([F:44])[CH:41]=[CH:40][C:37]=1[CH:38]=O.ClC1C=C(F)C=CC=1C=O>>[Br:35][C:36]1[CH:43]=[C:42]([F:44])[CH:41]=[CH:40][C:37]=1[C@H:38]1[C:5]([C:3]([O:2][CH2:1][CH3:26])=[O:4])=[C:10]([CH2:11][Br:12])[NH:9][C:8]([C:13]2[S:14][CH:15]=[CH:16][N:17]=2)=[N:7]1. Reactants: COC(=O)C=1[C@@H](N=C(NC1CBr)C=1SC=CN1)C1=C(C=C(C=C1)F)Cl ((R)-6-bromomethyl-4-(2-chloro-4-fluoro-phenyl)-2-thiazol-2-yl-1,4-dihydro-pyrimidine-5-carboxylic acid methyl ester), ClC1=C(C=O)C=CC(=C1)F (2-chloro-4-fluoro-benzaldehyde), C(CC(=O)C)(=O)OCC (ethyl acetoacetate), BrC1=C(C=O)C=CC(=C1)F (2-bromo-4-fluoro-benzaldehyde). Procedure: Ethyl (4R)-4-(2-bromo-4-fluoro-phenyl)-6-(bromomethyl)-2-thiazol-2-yl-1,4-dihydropyrimidine-5-carboxylate 70a was prepared in analogy to compound C with procedures shown in Example 1 by using ethyl acetoacetate and 2-bromo-4-fluoro-benzaldehyde instead of methyl acetoacetate and 2-chloro-4-fluoro-benzaldehyde, respectively. The product is BrC1=C(C=CC(=C1)F)[C@@H]1N=C(NC(=C1C(=O)OCC)CBr)C=1SC=CN1 (ethyl (4R)-4-(2-bromo-4-fluoro-phenyl)-6-(bromomethyl)-2-thiazol-2-yl-1,4-dihydropyrimidine-5-carboxylate). The reactants are Cl (hydrochloric acid), C1(=C(C=CC=C1)P(C1=C(C=CC=C1)C)C1=C(C=CC=C1)C)C (tri-o-tolylphosphine), C1=CC=CC=2OC3=CC=CC=C3NC12 (Phenoxazine), BrC1=CC=C(C=C1)CCCC (1-bromo-4-butylbenzene), CC(C)([O-])C.[Na+] (sodium t-butoxide). Reagents/catalysts: C(C)(=O)[O-].[Pd+2].C(C)(=O)[O-] (Palladium acetate). Run in C1(=CC=CC=C1)C (toluene), C1(=CC=CC=C1)C (toluene). Reaction conditions: time 20 minute. The product is C(CCC)C1=CC=C(C=C1)N1C2=CC=CC=C2OC=2C=CC=CC12 (N-(4-n-butylphenyl)phenoxazine). RXN SMILES: C1(C)C=CC=CC=1P(C1C=CC=CC=1C)C1C=CC=CC=1C.[CH:23]1[C:36]2[NH:35][C:34]3[C:29](=[CH:30][CH:31]=[CH:32][CH:33]=3)[O:28][C:27]=2[CH:26]=[CH:25][CH:24]=1.Br[C:38]1[CH:43]=[CH:42][C:41]([CH2:44][CH2:45][CH2:46][CH3:47])=[CH:40][CH:39]=1.CC(C)([O-])C.[Na+].Cl>C([O-])(=O)C.[Pd+2].C([O-])(=O)C.C1(C)C=CC=CC=1>[CH2:44]([C:41]1[CH:42]=[CH:43][C:38]([N:35]2[C:36]3[CH:23]=[CH:24][CH:25]=[CH:26][C:27]=3[O:28][C:29]3[C:34]2=[CH:33][CH:32]=[CH:31][CH:30]=3)=[CH:39][CH:40]=1)[CH2:45][CH2:46][CH3:47] |f:3.4,6.7.8|. Reported procedure: Palladium acetate, tri-o-tolylphosphine and toluene were charged in a three-necked round-bottomed flask, and stirred for 20 minutes at room temperature. Phenoxazine, 1-bromo-4-butylbenzene, sodium t-butoxide and toluene were added, and the mixture was heated in an oil bath and refluxed for 15 hours. After cooling, concentrated hydrochloric acid was added and the mixture was stirred for 1 hour, then, the solution was passed through a neutral alumina column. The column was washed with toluene, and... The reactants are O1CCN(CC1)C1=NC=CC=C1CO ((2-morpholino-3-pyridinyl)methanol), S(=O)(Cl)Cl (thionyl chloride). Reported procedure: To a solution of (2-morpholino-3-pyridinyl)methanol (1 g, 5.01 mmol) in dichloromethane (20 ml) was added thionyl chloride (3 ml) dropwise at 0° C. and allowed to warm to room temperature. After stirring at room temperature for 6 h, solvents were removed under reduced pressure and the residue was dissolved and concentrated repeatedly in dichloromethane to remove excess of thionyl chloride. The obtained crude chloride intermediate, (2-morpholino-3-pyridinyl)methylchloride, was immediately dissolv... Conditions: time 6 hour. RXN SMILES: [O:1]1[CH2:6][CH2:5][N:4]([C:7]2[C:12]([CH2:13]O)=[CH:11][CH:10]=[CH:9][N:8]=2)[CH2:3][CH2:2]1.S(Cl)([Cl:17])=O>ClCCl>[Cl-:17].[O:1]1[CH2:6][CH2:5][N:4]([C:7]2[C:12]([CH2:13][Cl:17])=[CH:11][CH:10]=[CH:9][N:8]=2)[CH2:3][CH2:2]1. Run in ClCCl (dichloromethane). Yields the product [Cl-] (chloride), O1CCN(CC1)C1=NC=CC=C1CCl ((2-morpholino-3-pyridinyl)methylchloride). Starting materials: COc1ccc(C(=O)O)c(OCCCNC(=O)OC(C)(C)C)c1, COc1ccc(C(=O)Nc2cnccc2N)cc1, ClC(Cl)Cl, O=C(Cl)C(=O)Cl, ClCCl, CN(C)C=O, c1ccncc1. Yields the product COc1ccc(C(=O)Nc2cnccc2NC(=O)c2ccc(OC)cc2OCCCNC(=O)OC(C)(C)C)cc1. Reaction SMILES: [C:1]([CH3:2])([CH3:3])([CH3:4])[O:5][C:6](=[O:7])[NH:8][CH2:9][CH2:10][CH2:11][O:12][c:13]1[c:14]([C:15](=[O:16])[OH:17])[cH:18][cH:19][c:20]([O:22][CH3:23])[cH:21]1.[CH3:30][O:31][c:32]1[cH:33][cH:34][c:35]([C:36](=[O:37])[NH:38][c:39]2[cH:40][n:41][cH:42][cH:43][c:44]2[NH2:45])[cH:46][cH:47]1.[CH:57]([Cl:58])([Cl:59])[Cl:60].[Cl:24][C:25]([C:26]([Cl:27])=[O:28])=[O:29].[Cl:54][CH2:55][Cl:56].[O:61]=[CH:62][N:63]([CH3:64])[CH3:65].[cH:48]1[cH:49][cH:50][n:51][cH:52][cH:53]1>>[C:1]([CH3:2])([CH3:3])([CH3:4])[O:5][C:6](=[O:7])[NH:8][CH2:9][CH2:10][CH2:11][O:12][c:13]1[c:14]([C:15](=[O:17])[NH:45][c:44]2[c:39]([NH:38][C:36]([c:35]3[cH:34][cH:33][c:32]([O:31][CH3:30])[cH:47][cH:46]3)=[O:37])[cH:40][n:41][cH:42][cH:43]2)[cH:18][cH:19][c:20]([O:22][CH3:23])[cH:21]1.